The task is: describe an organic reaction: reactants, conditions, products, and yield. This data is from the Open Reaction Database (ORD), a public repository of structured organic reaction records. Starting materials: CS(C)=O, CCN(C(C)C)C(C)C, Cl, [K+], Nc1nccc(Oc2ccc3c(c2)OCCN3)n1, [OH-], O, CN1CCN(Cc2ccc(NC(=O)Oc3ccccc3)cc2C(F)(F)F)CC1. The product is CN1CCN(Cc2ccc(NC(=O)N3CCOc4cc(Oc5ccnc(N)n5)ccc43)cc2C(F)(F)F)CC1. RXN SMILES: [CH3:59][S:60]([CH3:61])=[O:62].[CH:48]([N:49]([CH2:50][CH3:51])[CH:52]([CH3:53])[CH3:54])([CH3:55])[CH3:56].[ClH:19].[K+:58].[O:1]1[CH2:2][CH2:3][NH:4][c:5]2[c:6]1[cH:7][c:8]([O:11][c:12]1[n:13][c:14]([NH2:18])[n:15][cH:16][cH:17]1)[cH:9][cH:10]2.[OH-:57].[OH2:63].[c:20]1([O:26][C:27](=[O:21])[NH:28][c:29]2[cH:30][c:31]([C:43]([F:44])([F:45])[F:46])[c:32]([CH2:35][N:36]3[CH2:37][CH2:38][N:39]([CH3:42])[CH2:40][CH2:41]3)[cH:33][cH:34]2)[cH:22][cH:23][cH:24][cH:25][cH:47]1>>[O:1]1[CH2:2][CH2:3][N:4]([C:27](=[O:26])[NH:28][c:29]2[cH:30][c:31]([C:43]([F:44])([F:45])[F:46])[c:32]([CH2:35][N:36]3[CH2:37][CH2:38][N:39]([CH3:42])[CH2:40][CH2:41]3)[cH:33][cH:34]2)[c:5]2[c:6]1[cH:7][c:8]([O:11][c:12]1[n:13][c:14]([NH2:18])[n:15][cH:16][cH:17]1)[cH:9][cH:10]2. Starting materials: [B-](CN1CCCC1)(F)(F)F.[K+] (Potassium 1-trifluoroboratomethylpyrrolidine), FC=1C=CC2=C(OC(CO2)C2=CC=C(CN3CCOCC3)C=C2)C1 (4-[4-(7-Fluoro-2,3-dihydro-benzo[1,4]dioxin-2-yl)-benzyl]-morpholine). Product: FC=1C=CC2=C(OC(CO2)C2=CC=C(CN3CCCC3)C=C2)C1 (1-{4-(7-Fluoro-2,3-dihydro-benzo[1,4]dioxin-2-yl)-benzyl}-pyrrolidine). As a reaction SMILES: [B-](F)(F)(F)CN1CCCC1.[K+].[F:12][C:13]1[CH:14]=[CH:15][C:16]2[O:21][CH2:20][CH:19]([C:22]3[CH:34]=[CH:33][C:25]([CH2:26][N:27]4[CH2:32][CH2:31]O[CH2:29][CH2:28]4)=[CH:24][CH:23]=3)[O:18][C:17]=2[CH:35]=1>>[F:12][C:13]1[CH:14]=[CH:15][C:16]2[O:21][CH2:20][CH:19]([C:22]3[CH:23]=[CH:24][C:25]([CH2:26][N:27]4[CH2:32][CH2:31][CH2:29][CH2:28]4)=[CH:33][CH:34]=3)[O:18][C:17]=2[CH:35]=1 |f:0.1|. Procedure details: The title compound is prepared from G-4 and Potassium 1-trifluoroboratomethylpyrrolidine according to the procedure described for the synthesis of compound 202. 203: LC/MS Method 10; Rt=1.07 min; [M+H]+=354.4. Reactants: CN(C)C=O, CC(C)c1nc(CO)n(C)c1Sc1cc(Cl)cc(Cl)c1, O=S(Cl)Cl. The product is CC(C)c1nc(CCl)n(C)c1Sc1cc(Cl)cc(Cl)c1. As a reaction SMILES: [CH3:25][N:26]([CH3:27])[CH:28]=[O:29].[Cl:1][c:2]1[cH:3][c:4]([S:9][c:10]2[c:11]([CH:18]([CH3:19])[CH3:20])[n:12][c:13]([CH2:16][OH:17])[n:14]2[CH3:15])[cH:5][c:6]([Cl:8])[cH:7]1.[S:21]([Cl:22])([Cl:23])=[O:24]>>[Cl:1][c:2]1[cH:3][c:4]([S:9][c:10]2[c:11]([CH:18]([CH3:19])[CH3:20])[n:12][c:13]([CH2:16][Cl:23])[n:14]2[CH3:15])[cH:5][c:6]([Cl:8])[cH:7]1. Reactants: C(C)(=O)O[C@@H]1C=CO[C@@H]([C@H]1OC(C)=O)COC(C)=O (3,4,6-tri-O-acetyl-D-glucal), O (water), O.[Br-].[Li+] (lithium bromide hydrate), Example 1. Solvent: C(C)#N (acetonitrile). Run at time 4 hour. Product: C(C)(=O)O[C@@H]1CC(O)O[C@@H]([C@H]1OC(C)=O)COC(C)=O (2-Deoxy-3,4,6-tri-O-acetyl-D-arabino-hexo-pyranose). Yield: 66.8%. RXN SMILES: [C:1]([O:4][C@H:5]1[C@H:10]([O:11][C:12](=[O:14])[CH3:13])[C@@H:9]([CH2:15][O:16][C:17](=[O:19])[CH3:18])[O:8][CH:7]=[CH:6]1)(=[O:3])[CH3:2].[OH2:20].[Br-].[Li+].O>C(#N)C>[C:1]([O:4][C@H:5]1[C@H:10]([O:11][C:12](=[O:14])[CH3:13])[C@@H:9]([CH2:15][O:16][C:17](=[O:19])[CH3:18])[O:8][CH:7]([OH:20])[CH2:6]1)(=[O:3])[CH3:2] |f:1.2.3|. Procedure details: To a solution of 3,4,6-tri-O-acetyl-D-glucal (25.0 g) and lithium bromide hydrate (25.0 g) in acetonitrile (750 ml), activated resin prepared as in Example 1 (25.0 g) and water (30 ml) were added and stirred at room temperature for 4 h. The product was isolated as described for Example 1. Crystallization from ethyl acetate-hexane gave the title compound as colorless crystals (17.8 g). [α]D20 =+71.2°±2° (c 1.06, CHCl3). 1H NMR δ: 5.40 (broad s, H-1α), 5.35 (m, H-3α), 4.9-5.05 (H-4α,β, H-3β, H-1β)... Product: Cl, O=S(=O)(c1ccc(O)cc1)C1CCN(CCN2Cc3ccccc3C2)C1. The reactants are ClCCN1Cc2ccccc2C1, O=C(O)C(F)(F)F, O=S(=O)(c1ccc(O)cc1)C1CCNC1. As a reaction SMILES: [Cl:23][CH2:24][CH2:25][N:26]1[CH2:27][c:28]2[cH:29][cH:30][cH:31][cH:32][c:33]2[CH2:34]1.[F:1][C:2]([F:3])([F:4])[C:5]([OH:6])=[O:7].[NH:8]1[CH2:9][CH:10]([S:13](=[O:14])(=[O:15])[c:16]2[cH:17][cH:18][c:19]([OH:22])[cH:20][cH:21]2)[CH2:11][CH2:12]1>>[ClH:23].[N:8]1([CH2:24][CH2:25][N:26]2[CH2:27][c:28]3[cH:29][cH:30][cH:31][cH:32][c:33]3[CH2:34]2)[CH2:9][CH:10]([S:13](=[O:14])(=[O:15])[c:16]2[cH:17][cH:18][c:19]([OH:22])[cH:20][cH:21]2)[CH2:11][CH2:12]1.